This data is from the Open Reaction Database (ORD), a public repository of structured organic reaction records. The task is: describe an organic reaction: reactants, conditions, products, and yield Starting materials: C(#N)[BH3-] (cyanoborohydride), [N-]=C=O (isocyanate), CN1CCNCC1 (1-Methyl piperazine), NC(=O)NC=1SC(=CC1C(=O)N)C1=CC=C(C=C1)C=O (2-[(Aminocarbonyl)amino]-5-(4-formylphenyl)-3-thiophenecarboxamide), C(OCC)(OCC)OCC (triethyl orthoformate). Solvent: C(C)(=O)O (acetic acid), COCCOC (1,2-dimethoxyethane), CN(C(C)=O)C (N,N-dimethylacetamide). Reaction conditions: temperature 80 celsius, time 20 minute. Yields the product NC(=O)NC=1SC(=CC1C(=O)N)C1=CC=C(C=C1)CN1CCN(CC1)C (2-[(Aminocarbonyl)amino]-5-[4-((4-methylpiperazin-1-yl)methyl)phenyl)-thiophene-3-carboxamide). Isolated yield 12.4%. As a reaction SMILES: [NH2:1][C:2]([NH:4][C:5]1[S:6][C:7]([C:13]2[CH:18]=[CH:17][C:16]([CH:19]=O)=[CH:15][CH:14]=2)=[CH:8][C:9]=1[C:10]([NH2:12])=[O:11])=[O:3].[CH3:21][N:22]1[CH2:27][CH2:26][NH:25][CH2:24][CH2:23]1.C(OCC)(OCC)OCC.C([BH3-])#N.[N-]=C=O>COCCOC.CN(C)C(=O)C.C(O)(=O)C>[NH2:1][C:2]([NH:4][C:5]1[S:6][C:7]([C:13]2[CH:14]=[CH:15][C:16]([CH2:19][N:25]3[CH2:26][CH2:27][N:22]([CH3:21])[CH2:23][CH2:24]3)=[CH:17][CH:18]=2)=[CH:8][C:9]=1[C:10]([NH2:12])=[O:11])=[O:3]. Procedure: 2-[(Aminocarbonyl)amino]-5-(4-formylphenyl)-3-thiophenecarboxamide (100 mg) was stirred in a mixture of 1,2-dimethoxyethane (10 ml) and N,N-dimethylacetamide (5 ml). 1-Methyl piperazine (0.16 g) was added, followed by triethyl orthoformate (5 ml) and acetic acid (0.5 ml). The reaction was stirred at 80° C. for 20 minutes, and then polymer-supported cyanoborohydride (0.45 g) was added. The reaction was stirred at 80° C. for a further 2 h, and then polymer-supported isocyanate (0.5 g) was added. T...